Dataset: the Open Reaction Database (ORD), a public repository of structured organic reaction records. Task: describe an organic reaction: reactants, conditions, products, and yield The reactants are C(C1=CC=CC=C1)(C1=CC=CC=C1)NC1(CCCCC1)P(O)O (1-benzhydrylaminocyclohexanephosphonous acid), C(C1=CC=CC=C1)(C1=CC=CC=C1)NC(C(C)C)P(O)O (1-benzhydrylamino-2-methylpropanephosphonous acid). Yields the product NC1(CCCCC1)P(O)O (1-aminocyclohexanephosphonous acid). RXN SMILES: C([NH:14][C:15]1([P:21]([OH:23])[OH:22])[CH2:20][CH2:19][CH2:18][CH2:17][CH2:16]1)(C1C=CC=CC=1)C1C=CC=CC=1.C(NC(P(O)O)C(C)C)(C1C=CC=CC=1)C1C=CC=CC=1>>[NH2:14][C:15]1([P:21]([OH:23])[OH:22])[CH2:20][CH2:19][CH2:18][CH2:17][CH2:16]1. Reported procedure: The procedure described in Example 1C was repeated using 1-benzhydrylaminocyclohexanephosphonous acid as starting material instead of DL-1-benzhydrylamino-2-methylpropanephosphonous acid to give 1-aminocyclohexanephosphonous acid of melting point 228°-229° (dec.). Reactants: C(C1=CC=CC=C1)OC(=O)N(C)CC1=CC=C(C=C1)C1C(NC=2C=CC=C(C2C1=O)C(=O)OC)C1=CC=CC=C1 (methyl 3-(4-(((benzyloxycarbonyl)(methyl)amino)methyl)-phenyl)-4-oxo-2-phenyl-1,2,3,4-tetrahydroquinoline-5-carboxylate), C(=O)C1=CC=C(CN(C(OCC2=CC=CC=C2)=O)C)C=C1 (benzyl 4-formylbenzyl(methyl)carbamate), C(C1=CC=CC=C1)=NC1=C2COC(C2=CC=C1)=O (4-(benzylideneamino) isobenzofuran-1-one), C[O-].[Na+] (sodium methoxide), CO (methanol). The solvent is C(CC)(=O)OCC (ethyl propionate). Conditions: temperature 0 celsius, time 18 hour. The product is C(C1=CC=CC=C1)OC(=O)N(C)CC1=CC=C(C=C1)C1C(NC=2C=CC=C(C2C1=O)C(=O)OCC)C1=CC=CC=C1 (ethyl 3-(4-(((benzyloxycarbonyl)(methyl)amino)methyl)-phenyl)-4-oxo-2-phenyl-1,2,3,4-tetrahydroquinoline-5-carboxylate). The yield is 20.0%. As a reaction SMILES: [CH:1](C1C=CC(CN(C)C(=O)OCC2C=CC=CC=2)=CC=1)=O.C(=NC1C=CC=C2C=1COC2=O)C1C=CC=CC=1.C[O-].[Na+].CO.[CH2:45]([O:52][C:53]([N:55]([CH2:57][C:58]1[CH:63]=[CH:62][C:61]([CH:64]2[C:73](=[O:74])[C:72]3[C:71]([C:75]([O:77][CH3:78])=[O:76])=[CH:70][CH:69]=[CH:68][C:67]=3[NH:66][CH:65]2[C:79]2[CH:84]=[CH:83][CH:82]=[CH:81][CH:80]=2)=[CH:60][CH:59]=1)[CH3:56])=[O:54])[C:46]1[CH:51]=[CH:50][CH:49]=[CH:48][CH:47]=1>C(OCC)(=O)CC>[CH2:45]([O:52][C:53]([N:55]([CH2:57][C:58]1[CH:63]=[CH:62][C:61]([CH:64]2[C:73](=[O:74])[C:72]3[C:71]([C:75]([O:77][CH2:78][CH3:1])=[O:76])=[CH:70][CH:69]=[CH:68][C:67]=3[NH:66][CH:65]2[C:79]2[CH:84]=[CH:83][CH:82]=[CH:81][CH:80]=2)=[CH:60][CH:59]=1)[CH3:56])=[O:54])[C:46]1[CH:51]=[CH:50][CH:49]=[CH:48][CH:47]=1 |f:2.3|. Reported procedure: A mixture of benzyl 4-formylbenzyl(methyl)carbamate (566 mg, 2 mmol) and 4-(benzylideneamino) isobenzofuran-1-one (474 mg, 2 mmol) in ethyl propionate (15 mL) was cooled to 0° C. A solution of sodium methoxide in methanol [sodium (184 mg, 8 mmol) in methanol (15 mL)] was then added dropwise. After the addition, the mixture was stirred at 25° C. for 18 hr. The mixture was quenched with water (10 mL) and solvent was removed in vacuum. The residue was dissolved in water, and then extracted with eth... Starting materials: Cl.CNOC (N,O-dimethylhydroxylamine hydrochloride), C12C(C3CC(CC(C1)C3)C2)OC(=O)N[C@@H](CC2=CNC3=CC=CC=C23)C(=O)O (2-adamantyloxycarbonyl-tryptophan), CN1CCOCC1 (N-methylmorpholine), C(=O)=O.C(C1=CC=CC=C1)O (CO2 benzyl alcohol), C(C(C)C)OC(=O)Cl (isobutylchloroformate). The solvent is ClCCl (dichloromethane). Run at temperature -15 celsius, time 15 minute. Yields the product N1C=C(C2=CC=CC=C12)C[C@H](C(=O)NCOC)NC(OC(C)CCCCCCCC)=O (dec-2-yl(R)-[1-(1H-indol-3-yl-methyl)-2-(methoxymethylamino)-2-oxoethyl]carbamate). Isolated yield 730.0%. Reaction SMILES: [CH:1]12[CH2:10][CH:5]3[CH2:6][CH:7]([CH2:9][CH:3](C3)[CH:2]1[O:11][C:12]([NH:14][C@H:15]([C:26](O)=[O:27])[CH2:16][C:17]1[C:25]3[C:20](=[CH:21][CH:22]=[CH:23][CH:24]=3)[NH:19][CH:18]=1)=[O:13])[CH2:8]2.[CH3:29][N:30]1CCOCC1.[C:36](=[O:38])=O.[CH2:39](O)C1C=CC=CC=1.C(OC(Cl)=O)C(C)C.Cl.CNOC>ClCCl>[NH:19]1[C:20]2[C:25](=[CH:24][CH:23]=[CH:22][CH:21]=2)[C:17]([CH2:16][C@@H:15]([NH:14][C:12](=[O:13])[O:11][CH:2]([CH2:3][CH2:9][CH2:7][CH2:8][CH2:1][CH2:10][CH2:5][CH3:6])[CH3:39])[C:26]([NH:30][CH2:29][O:38][CH3:36])=[O:27])=[CH:18]1 |f:2.3,5.6|. Procedure: To a solution of acid (1) (859 mg, 2.25 mmol) in dichloromethane (8 mL) was added N-methylmorpholine (495 μL, 4.50 mmol). The mixture was cooled to -15° C. (CO2 /benzyl alcohol) and isobutylchloroformate (292 μL, 2.25 mmol) was added. The mixture was stirred at -15° C for 15 minutes followed by the addition of N,O-dimethylhydroxylamine hydrochloride (219 mg, 2.25 mmol). The reaction mixture was stirred at -15° C. for 1 hour, then warmed to room temperature and stirred for a further 15 hours. The... Reactants: CC1=NN(C(=C1C1=CC=CC=C1)C)C1=CC=C(C=C1)CCNC(OC1=CC=CC=C1)=O (Phenyl 2-[4-(3,5-dimethyl-4-phenyl-1H-pyrazol-1-yl)phenyl]ethylcarbamate), FC1=C(C=CC(=C1)F)S(=O)(=O)N (2,4-difluorobenzenesulfonamide). Product: CC1=NN(C(=C1C1=CC=CC=C1)C)C1=CC=C(C=C1)CCNC(=O)NS(=O)(=O)C1=C(C=C(C=C1)F)F (N-[({2-[4-(3,5-Dimethyl-4-phenyl-1H-pyrazol-1-yl)phenyl]ethyl}amino)carbonyl]-2,4-difluorobenzenesulfonamide). RXN SMILES: [CH3:1][C:2]1[C:6]([C:7]2[CH:12]=[CH:11][CH:10]=[CH:9][CH:8]=2)=[C:5]([CH3:13])[N:4]([C:14]2[CH:19]=[CH:18][C:17]([CH2:20][CH2:21][NH:22][C:23](=O)[O:24]C3C=CC=CC=3)=[CH:16][CH:15]=2)[N:3]=1.[F:32][C:33]1[CH:38]=[C:37]([F:39])[CH:36]=[CH:35][C:34]=1[S:40]([NH2:43])(=[O:42])=[O:41]>>[CH3:1][C:2]1[C:6]([C:7]2[CH:12]=[CH:11][CH:10]=[CH:9][CH:8]=2)=[C:5]([CH3:13])[N:4]([C:14]2[CH:19]=[CH:18][C:17]([CH2:20][CH2:21][NH:22][C:23]([NH:43][S:40]([C:34]3[CH:35]=[CH:36][C:37]([F:39])=[CH:38][C:33]=3[F:32])(=[O:41])=[O:42])=[O:24])=[CH:16][CH:15]=2)[N:3]=1. Procedure details: The title compound was prepared according to the procedure described in step 1 of Example 42 from phenyl 2-[4-(3,5-dimethyl-4-phenyl-1H-pyrazol-1-yl)phenyl]ethylcarbamate (step 1 of Example 22) and 2,4-difluorobenzenesulfonamide: 1H-NMR (CDCl3) δ 7.98-7.90 (1H, m), 7.47-7.41 (2H, m), 7.35-7.22 (7H, m), 7.07-6.92 (2H, m), 6.16 (1H, br.s), 3.50-3.43 (2H, m), 2.84 (2H, t, J=6.6 Hz), 2.33 (3H, s), 2.23 (3H, s). Starting materials: COC([C@@H](NC(C)=O)CSC)=O (S-methyl-N-acetyl-L-cysteine methyl ester), [OH-].[K+] (potassium hydroxide), Cl.NO (hydroxylamine hydrochloride), Cl (hydrogen chloride). Run in CO (methanol), CO (methanol), CO (methanol), C(C)(=O)OCC (ethyl acetate), CO (methanol), C(Cl)(Cl)Cl (chloroform). Run at time 3 day. The product is CSC[C@H](NC(C)=O)C(=O)NO (N-(S-methyl-N-acetylcysteinyl)-hydroxylamine). The yield is 87.4%. Reaction SMILES: [OH-:1].[K+].Cl.[NH2:4]O.C[O:7][C:8](=O)[C@H:9]([CH2:14][S:15][CH3:16])[NH:10][C:11](=[O:13])[CH3:12].Cl>CO.C(Cl)(Cl)Cl.C(OCC)(=O)C>[CH3:16][S:15][CH2:14][C@@H:9]([C:8]([NH:4][OH:1])=[O:7])[NH:10][C:11](=[O:13])[CH3:12] |f:0.1,2.3|. Reported procedure: A solution of 1.32 g (20 mmole) of potassium hydroxide (85%) in 15 ml of methanol was added dropwise to a solution of 832 mg (12 mmole) of hydroxylamine hydrochloride in 20 ml of methanol under ice cooling sufficient to keep the temperature at +9° to +10° C. Similarly under ice cooling, a solution of 1.91 g (10 mmole) of S-methyl-N-acetyl-L-cysteine methyl ester in 15 ml of methanol was added dropwise. After completion of the dropwise addition, the temperature was allowed to rise to room tempera... Reactants: N(=[N+]=[N-])C(CN1C2=C(C=3C=C(C=CC13)C)CN(CC2)C)(C)C=2C=NC=CC2 (5-(2-Azido-2-(pyridin-3-yl)propyl)-2,8-dimethyl-2,3,4,5-tetrahydro-1H-pyrido[4,3-b]indole), [Cl-].[NH4+] (Ammonium chloride). The reagents and catalysts are [Zn] (zinc). The solvent is CCO (EtOH), O (water). Run at temperature 80 celsius. The product is CN1CC2=C(N(C=3C=CC(=CC23)C)CC(C)(N)C=2C=NC=CC2)CC1 (1-(2,8-dimethyl-3,4-dihydro-1H-pyrido[4,3-b]indol-5(2H)-yl)-2-(pyridin-3-yl)propan-2-amine). Yield: 0.4%. As a reaction SMILES: [N:1]([C:4]([C:22]1[CH:23]=[N:24][CH:25]=[CH:26][CH:27]=1)([CH3:21])[CH2:5][N:6]1[C:14]2[CH:13]=[CH:12][C:11]([CH3:15])=[CH:10][C:9]=2[C:8]2[CH2:16][N:17]([CH3:20])[CH2:18][CH2:19][C:7]1=2)=[N+]=[N-].[Cl-].[NH4+]>CCO.O.[Zn]>[CH3:20][N:17]1[CH2:18][CH2:19][C:7]2[N:6]([CH2:5][C:4]([C:22]3[CH:23]=[N:24][CH:25]=[CH:26][CH:27]=3)([NH2:1])[CH3:21])[C:14]3[CH:13]=[CH:12][C:11]([CH3:15])=[CH:10][C:9]=3[C:8]=2[CH2:16]1 |f:1.2|. Procedure: 5-(2-Azido-2-(pyridin-3-yl)propyl)-2,8-dimethyl-2,3,4,5-tetrahydro-1H-pyrido[4,3-b]indole (Crude) (500 mg, 1.4 mmol) was dissolved in EtOH (4 mL) and water (1 mL). Ammonium chloride (243 mg, 4.5 mmol) followed by zinc dust (293 mg, 4.5 mmol) were added to the reaction mixture and heated at 80° C. for 1 h. The reaction mixture was concentrated to dryness, basified with aqueous ammonia solution and extracted with EtOAc (150 mL). The organic layer was dried over sodium sulfate, evaporated in vacuo ... The reactants are C(C)OC(C(CC1=CC=C(C=C1)OCCC1N(C(NC1)=O)C)(C)OC1=C(C=CC=C1)F)=O (2-(2-Fluoro-phenoxy)-2-methyl-3-{4-[2-(3-methyl-2-oxo-imidazolidin-4-yl)-ethoxy]-phenyl}-propionic acid ethyl ester), [H-].[Na+] (sodium hydride), FC(C1=CC=C(CBr)C=C1)(F)F (4-Trifluoromethylbenzyl bromide). The reagents and catalysts are [I-].C(CCC)[N+](CCCC)(CCCC)CCCC (tetrabutyl ammonium iodide). The solvent is C(C)(=O)OCC (ethyl acetate). Run at time 1 hour. The product is FC1=C(OC(C(=O)O)(CC2=CC=C(C=C2)OCCC2N(C(N(C2)CC2=CC=C(C=C2)C(F)(F)F)=O)C)C)C=CC=C1 (2-(2-Fluoro-phenoxy)-2-methyl-3-(4-{2-[3-methyl-2-oxo-1-(4-trifluoromethyl-benzyl)-imidazolidin-4-yl]-ethoxy}-phenyl)-propionic acid). RXN SMILES: [F:1][C:2]([F:12])([F:11])[C:3]1[CH:10]=[CH:9][C:6]([CH2:7]Br)=[CH:5][CH:4]=1.C([O:15][C:16](=[O:44])[C:17]([O:36][C:37]1[CH:42]=[CH:41][CH:40]=[CH:39][C:38]=1[F:43])([CH3:35])[CH2:18][C:19]1[CH:24]=[CH:23][C:22]([O:25][CH2:26][CH2:27][CH:28]2[CH2:32][NH:31][C:30](=[O:33])[N:29]2[CH3:34])=[CH:21][CH:20]=1)C.[H-].[Na+]>[I-].C([N+](CCCC)(CCCC)CCCC)CCC.C(OCC)(=O)C>[F:43][C:38]1[CH:39]=[CH:40][CH:41]=[CH:42][C:37]=1[O:36][C:17]([CH3:35])([CH2:18][C:19]1[CH:20]=[CH:21][C:22]([O:25][CH2:26][CH2:27][CH:28]2[CH2:32][N:31]([CH2:7][C:6]3[CH:9]=[CH:10][C:3]([C:2]([F:12])([F:11])[F:1])=[CH:4][CH:5]=3)[C:30](=[O:33])[N:29]2[CH3:34])=[CH:23][CH:24]=1)[C:16]([OH:44])=[O:15] |f:2.3,4.5|. Procedure details: 4-Trifluoromethylbenzyl bromide (0.03 mL, 0.169 mmol, d=1.546) and tetrabutyl ammonium iodide (catalytic amount) are added to a 0° C. suspension of 2-(2-Fluoro-phenoxy)-2-methyl-3-{4-[2-(3-methyl-2-oxo-imidazolidin-4-yl)-ethoxy]-phenyl}-propionic acid ethyl ester (0.050 g, 0.112 mmol) and sodium hydride (0.011 g, 0.281 mmol, 60% suspension on mineral oil), and pre-stirred for 1 h at ambient temperature. The reaction mixture is stirred at ambient temperature for 18 h, diluted with ethyl acetate, ... RXN SMILES: [CH3:31][N:32]([CH3:33])[CH2:34][CH2:35][CH2:36][N:37]=[C:38]=[N:39][CH2:40][CH3:41].[CH3:53][N:54]([CH3:55])[CH:56]=[O:57].[Cl:59][CH2:60][Cl:61].[ClH:1].[ClH:30].[ClH:42].[NH2:2][CH2:3][c:4]1[s:5][c:6](-[c:17]2[cH:18][cH:19][c:20]([O:23][CH3:24])[cH:21][cH:22]2)[c:7](-[c:9]2[cH:10][cH:11][c:12]([O:15][CH3:16])[cH:13][cH:14]2)[n:8]1.[Na+:25].[OH2:58].[OH:26][C:27](=[O:28])[O-:29].[n:43]1[cH:44][c:45]([CH2:49][C:50](=[O:51])[OH:52])[cH:46][cH:47][cH:48]1>>[ClH:1].[NH:2]([CH2:3][c:4]1[s:5][c:6](-[c:17]2[cH:18][cH:19][c:20]([O:23][CH3:24])[cH:21][cH:22]2)[c:7](-[c:9]2[cH:10][cH:11][c:12]([O:15][CH3:16])[cH:13][cH:14]2)[n:8]1)[C:50]([CH2:49][c:45]1[cH:44][n:43][cH:48][cH:47][cH:46]1)=[O:51]. The reactants are CCN=C=NCCCN(C)C, CN(C)C=O, ClCCl, Cl, Cl, Cl, COc1ccc(-c2nc(CN)sc2-c2ccc(OC)cc2)cc1, [Na+], O, O=C([O-])O, O=C(O)Cc1cccnc1. Product: Cl, COc1ccc(-c2nc(CNC(=O)Cc3cccnc3)sc2-c2ccc(OC)cc2)cc1.